Dataset: the Open Reaction Database (ORD), a public repository of structured organic reaction records. Task: describe an organic reaction: reactants, conditions, products, and yield Solvent: C(C)O (ethanol), C(C)O (ethanol). Run at time 2 hour. Yields the product COC=1C=C2C(=CC=NC2=CC1OC)OC1=C(C=C(C=C1)NC(=S)NC(C1=CC=C(C=C1)[N+](=O)[O-])=O)C (N-{4-[(6,7-Dimethoxy-4-quinolyl)oxy]-3-methylphenyl}-N′-(4-nitrobenzoyl)thiourea). The yield is 105.7%. Procedure: Commercially available 4-nitro-1-benzenecarbonyl isothiocyanate (30 mg) was dissolved in ethanol (1 ml) to prepare a solution. 4-[(6,7-Dimethoxy-4-quinolyl)oxy]-3-methylaniline (50 mg), toluene (5 ml), and ethanol (1 ml) were added to the solution, and the mixture was stirred at room temperature for 2 hr. The reaction solution was concentrated, and the residue was purified by chromatography on silica gel using chloroform/acetone for development to give the title compound (79 mg, yield 94%). As a reaction SMILES: [N+:1]([C:4]1[CH:9]=[CH:8][C:7]([C:10]([N:12]=[C:13]=[S:14])=[O:11])=[CH:6][CH:5]=1)([O-:3])=[O:2].[CH3:15][O:16][C:17]1[CH:18]=[C:19]2[C:24](=[CH:25][C:26]=1[O:27][CH3:28])[N:23]=[CH:22][CH:21]=[C:20]2[O:29][C:30]1[CH:36]=[CH:35][C:33]([NH2:34])=[CH:32][C:31]=1[CH3:37].C1(C)C=CC=CC=1>C(O)C>[CH3:15][O:16][C:17]1[CH:18]=[C:19]2[C:24](=[CH:25][C:26]=1[O:27][CH3:28])[N:23]=[CH:22][CH:21]=[C:20]2[O:29][C:30]1[CH:36]=[CH:35][C:33]([NH:34][C:13]([NH:12][C:10](=[O:11])[C:7]2[CH:6]=[CH:5][C:4]([N+:1]([O-:3])=[O:2])=[CH:9][CH:8]=2)=[S:14])=[CH:32][C:31]=1[CH3:37]. Reactants: COC=1C=C2C(=CC=NC2=CC1OC)OC1=C(C=C(N)C=C1)C (4-[(6,7-Dimethoxy-4-quinolyl)oxy]-3-methylaniline), C1(=CC=CC=C1)C (toluene), [N+](=O)([O-])C1=CC=C(C=C1)C(=O)N=C=S (4-nitro-1-benzenecarbonyl isothiocyanate). Starting materials: CO, [Na+], [OH-], O, CCOC(=O)C(C)c1cscn1. Yields the product CC(C(=O)O)c1cscn1. Reaction SMILES: [CH3:16][OH:17].[Na+:14].[OH-:13].[OH2:15].[s:1]1[cH:2][n:3][c:4]([CH:6]([C:7](=[O:8])[O:9][CH2:10][CH3:11])[CH3:12])[cH:5]1>>[s:1]1[cH:2][n:3][c:4]([CH:6]([C:7](=[O:8])[OH:9])[CH3:12])[cH:5]1. Starting materials: CCCC(NC(c1ccc(Br)cc1)C(F)(F)F)C(=O)NC1(C#N)CC1, CCCC(NC(c1ccc(-c2ccc(S(C)(=O)=O)cc2)cc1)C(F)(F)F)C(=O)NC1(C#N)CC1, ClCCl, OB(O)c1ccc(F)c(F)c1. Yields the product CCCC(NC(c1ccc(-c2ccc(F)c(F)c2)cc1)C(F)(F)F)C(=O)NC1(C#N)CC1. As a reaction SMILES: [Br:46][c:47]1[cH:48][cH:49][c:50]([CH:51]([NH:52][CH:53]([C:54]([NH:55][C:56]2([C:57]#[N:58])[CH2:59][CH2:60]2)=[O:61])[CH2:62][CH2:63][CH3:64])[C:65]([F:66])([F:67])[F:68])[cH:69][cH:70]1.[C:1](#[N:2])[C:3]1([NH:6][C:7]([CH:8]([NH:9][CH:10]([C:11]([F:12])([F:13])[F:14])[c:15]2[cH:16][cH:17][c:18](-[c:21]3[cH:22][cH:23][c:24]([S:25]([CH3:26])(=[O:27])=[O:28])[cH:29][cH:30]3)[cH:19][cH:20]2)[CH2:31][CH2:32][CH3:33])=[O:34])[CH2:4][CH2:5]1.[Cl:71][CH2:72][Cl:73].[F:35][c:36]1[cH:37][c:38]([B:43]([OH:44])[OH:45])[cH:39][cH:40][c:41]1[F:42]>>[C:1](#[N:2])[C:3]1([NH:6][C:7]([CH:8]([NH:9][CH:10]([C:11]([F:12])([F:13])[F:14])[c:15]2[cH:16][cH:17][c:18](-[c:38]3[cH:37][c:36]([F:35])[c:41]([F:42])[cH:40][cH:39]3)[cH:19][cH:20]2)[CH2:31][CH2:32][CH3:33])=[O:34])[CH2:4][CH2:5]1. Starting materials: N#Cc1ccc(-c2ccc(O)cc2)cc1, CCCCCOC(=O)Cl, c1ccncc1, c1ccccc1. The product is CCCCCOC(=O)Oc1ccc(-c2ccc(C#N)cc2)cc1. Reaction SMILES: [C:1](#[N:2])[c:3]1[cH:4][cH:5][c:6](-[c:9]2[cH:10][cH:11][c:12]([OH:15])[cH:13][cH:14]2)[cH:7][cH:8]1.[CH2:22]([CH2:23][CH2:24][CH2:25][CH3:26])[O:27][C:28](=[O:29])[Cl:30].[cH:16]1[cH:17][cH:18][n:19][cH:20][cH:21]1.[cH:31]1[cH:32][cH:33][cH:34][cH:35][cH:36]1>>[C:1](#[N:2])[c:3]1[cH:4][cH:5][c:6](-[c:9]2[cH:10][cH:11][c:12]([O:15][C:28]([O:27][CH2:22][CH2:23][CH2:24][CH2:25][CH3:26])=[O:29])[cH:13][cH:14]2)[cH:7][cH:8]1. Starting materials: BrC=1C=C2C(=NC1)C=CN2OC(C)C2=C(C(=CC=C2Cl)F)Cl (6-bromo-1-[1-(2,6-dichloro-3-fluorophenyl)ethoxy]-1H-pyrrolo[3,2-b]pyridine), CN(CCNC(=O)C=1C=C(C=CC1)B(O)O)C ((3-{[2-(dimethylamino)ethyl]carbamoyl}phenyl)boronic acid). The product is ClC1=C(C(=CC=C1F)Cl)C(C)ON1C=CC2=NC=C(C=C21)C=2C=C(C(=O)NCCN(C)C)C=CC2 (3-{1-[1-(2,6-dichloro-3-fluorophenyl)ethoxy]-1H-pyrrolo[3,2-b]pyridin-6-yl}-N-[2-(dimethylamino)ethyl]benzamide). Reaction SMILES: Br[C:2]1[CH:3]=[C:4]2[N:10]([O:11][CH:12]([C:14]3[C:19]([Cl:20])=[CH:18][CH:17]=[C:16]([F:21])[C:15]=3[Cl:22])[CH3:13])[CH:9]=[CH:8][C:5]2=[N:6][CH:7]=1.[CH3:23][N:24]([CH3:39])[CH2:25][CH2:26][NH:27][C:28]([C:30]1[CH:31]=[C:32](B(O)O)[CH:33]=[CH:34][CH:35]=1)=[O:29]>>[Cl:22][C:15]1[C:16]([F:21])=[CH:17][CH:18]=[C:19]([Cl:20])[C:14]=1[CH:12]([O:11][N:10]1[C:4]2[C:5](=[N:6][CH:7]=[C:2]([C:34]3[CH:35]=[C:30]([CH:31]=[CH:32][CH:33]=3)[C:28]([NH:27][CH2:26][CH2:25][N:24]([CH3:39])[CH3:23])=[O:29])[CH:3]=2)[CH:8]=[CH:9]1)[CH3:13]. Reported procedure: The entitled compound was prepared from 6-bromo-1-[1-(2,6-dichloro-3-fluorophenyl)ethoxy]-1H-pyrrolo[3,2-b]pyridine and (3-{[2-(dimethylamino)ethyl]carbamoyl}phenyl)boronic acid according to the procedure described in example 4. The reactants are OC=1C=2N(C3=CC=CC=C3N1)N=CC2C(=O)OCC (4-hydroxypyrazolo[1,5-a]quinoxaline-3-carboxylic acid, ethyl ester), P(=O)(Cl)(Cl)Cl (phosphorus oxychloride). Product: ClC=1C=2N(C3=CC=CC=C3N1)N=CC2C(=O)OCC (4-Chloropyrazolo[1,5-a]quinoxaline-3-carboxylic acid, ethyl ester). Reaction SMILES: O[C:2]1[C:3]2[N:4]([N:12]=[CH:13][C:14]=2[C:15]([O:17][CH2:18][CH3:19])=[O:16])[C:5]2[C:10]([N:11]=1)=[CH:9][CH:8]=[CH:7][CH:6]=2.P(Cl)(Cl)([Cl:22])=O>>[Cl:22][C:2]1[C:3]2[N:4]([N:12]=[CH:13][C:14]=2[C:15]([O:17][CH2:18][CH3:19])=[O:16])[C:5]2[C:10]([N:11]=1)=[CH:9][CH:8]=[CH:7][CH:6]=2. Reported procedure: 50 g. of the product of Example 1, part b in 200 ml. of phosphorus oxychloride are refluxed for 3 hours. After distilling off the excess phosphorus oxychloride, 4-chloropyrazolo[1,5-a]quinoxaline-3-carboxylic acid, ethyl ester crystallizes. The distillation residue is stirred shortly with ice water and then the crude product is filtered off. The crude product is dried briefly over potassium hydroxide and recrystallized from acetone. The pure product is obtained as white needles; yield 39.5 g., m... Starting materials: NCCN1CCNCC1, O=Cc1ccc(-c2cc3ncnc(Nc4ccc5[nH]ccc5c4)c3s2)cc1. Product: c1nc(Nc2ccc3[nH]ccc3c2)c2sc(-c3ccc(CNCCN4CCNCC4)cc3)cc2n1. As a reaction SMILES: [NH2:1][CH2:2][CH2:3][N:4]1[CH2:5][CH2:6][NH:7][CH2:8][CH2:9]1.[nH:10]1[cH:11][cH:12][c:13]2[cH:14][c:15]([NH:19][c:20]3[c:21]4[c:22]([n:23][cH:24][n:25]3)[cH:26][c:27](-[c:29]3[cH:30][cH:31][c:32]([CH:33]=[O:34])[cH:35][cH:36]3)[s:28]4)[cH:16][cH:17][c:18]12>>[NH:1]([CH2:2][CH2:3][N:4]1[CH2:5][CH2:6][NH:7][CH2:8][CH2:9]1)[CH2:33][c:32]1[cH:31][cH:30][c:29](-[c:27]2[cH:26][c:22]3[c:21]([c:20]([NH:19][c:15]4[cH:14][c:13]5[cH:12][cH:11][nH:10][c:18]5[cH:17][cH:16]4)[n:25][cH:24][n:23]3)[s:28]2)[cH:36][cH:35]1.